Dataset: the Open Reaction Database (ORD), a public repository of structured organic reaction records. Task: describe an organic reaction: reactants, conditions, products, and yield Reactants: C1CCOC1, ClCCl, O=C(Cc1cccs1)Nc1cccc(-c2nn3ccccc3c2-c2ccnc(Nc3cccc(CNC(=O)C(F)(F)F)c3)n2)c1, [Li+], [OH-], O, O. Product: NCc1cccc(Nc2nccc(-c3c(-c4cccc(NC(=O)Cc5cccs5)c4)nn4ccccc34)n2)c1. As a reaction SMILES: [CH2:49]1[O:50][CH2:51][CH2:52][CH2:53]1.[Cl:55][CH2:56][Cl:57].[F:1][C:2]([F:3])([F:4])[C:44]([NH:5][CH2:6][c:7]1[cH:8][c:9]([NH:13][c:14]2[n:15][cH:16][cH:17][c:18](-[c:20]3[c:21](-[c:29]4[cH:30][c:31]([NH:35][C:36]([CH2:37][c:38]5[s:39][cH:40][cH:41][cH:42]5)=[O:43])[cH:32][cH:33][cH:34]4)[n:22][n:23]4[c:24]3[cH:25][cH:26][cH:27][cH:28]4)[n:19]2)[cH:10][cH:11][cH:12]1)=[O:45].[Li+:47].[OH-:46].[OH2:48].[OH2:54]>>[NH2:5][CH2:6][c:7]1[cH:8][c:9]([NH:13][c:14]2[n:15][cH:16][cH:17][c:18](-[c:20]3[c:21](-[c:29]4[cH:30][c:31]([NH:35][C:36]([CH2:37][c:38]5[s:39][cH:40][cH:41][cH:42]5)=[O:43])[cH:32][cH:33][cH:34]4)[n:22][n:23]4[c:24]3[cH:25][cH:26][cH:27][cH:28]4)[n:19]2)[cH:10][cH:11][cH:12]1. Starting materials: ClC1=C(C=C2CCC(N(C2=C1)C)=O)B1OC(C(O1)(C)C)(C)C (7-chloro-1-methyl-6-(4,4,5,5-tetramethyl-[1,3,2]dioxaborolan-2-yl)-3,4-dihydro-1H-quinolin-2-one), BrC1=CN=CC=2C(CCCC12)NS(=O)(=O)CC ((rac)-ethanesulfonic acid (4-bromo-5,6,7,8-tetrahydro-isoquinolin-8-yl)-amide). The product is ClC1=C(C=C2CCC(N(C2=C1)C)=O)C1=CN=CC=2C(CCCC12)NS(=O)(=O)CC ((rac)-Ethanesulfonic acid [4-(7-chloro-1-methyl-2-oxo-1,2,3,4-tetrahydro-quinolin-6-yl)-5,6,7,8-tetrahydro-isoquinolin-8-yl]-amide). Isolated yield 40.0%. As a reaction SMILES: [Cl:1][C:2]1[CH:11]=[C:10]2[C:5]([CH2:6][CH2:7][C:8](=[O:13])[N:9]2[CH3:12])=[CH:4][C:3]=1B1OC(C)(C)C(C)(C)O1.Br[C:24]1[C:33]2[CH2:32][CH2:31][CH2:30][CH:29]([NH:34][S:35]([CH2:38][CH3:39])(=[O:37])=[O:36])[C:28]=2[CH:27]=[N:26][CH:25]=1>>[Cl:1][C:2]1[CH:11]=[C:10]2[C:5]([CH2:6][CH2:7][C:8](=[O:13])[N:9]2[CH3:12])=[CH:4][C:3]=1[C:24]1[C:33]2[CH2:32][CH2:31][CH2:30][CH:29]([NH:34][S:35]([CH2:38][CH3:39])(=[O:37])=[O:36])[C:28]=2[CH:27]=[N:26][CH:25]=1. Procedure details: In analogy to the procedure described for the preparation of example 28, 7-chloro-1-methyl-6-(4,4,5,5-tetramethyl-[1,3,2]dioxaborolan-2-yl)-3,4-dihydro-1H-quinolin-2-one (intermediate A-10) and (rac)-ethanesulfonic acid (4-bromo-5,6,7,8-tetrahydro-isoquinolin-8-yl)-amide (intermediate B-4) were used to give the title compound as a white solid in 40% yield. MS: 434.2 (M+H)+. RXN SMILES: [CH3:12][N:13]1[CH2:14][CH2:15][NH:16][CH2:17][CH2:18]1.[CH3:21][N:22]1[CH2:23][CH2:24][CH2:25][C:26]1=[O:27].[Cl-:19].[F:1][c:2]1[c:3]([CH3:11])[cH:4][c:5]([N+:8](=[O:9])[O-:10])[cH:6][cH:7]1.[Na+:20]>>[c:2]1([N:16]2[CH2:15][CH2:14][N:13]([CH3:12])[CH2:18][CH2:17]2)[c:3]([CH3:11])[cH:4][c:5]([N+:8](=[O:9])[O-:10])[cH:6][cH:7]1. Starting materials: CN1CCNCC1, CN1CCCC1=O, [Cl-], Cc1cc([N+](=O)[O-])ccc1F, [Na+]. Product: Cc1cc([N+](=O)[O-])ccc1N1CCN(C)CC1. Starting materials: N1(C=NC=C1)C=1NC2=CC=CC=C2C1C (2-(1-imidazolyl)-3-methyl-indole), O (water), [H-].[Na+] (sodium hydride), BrCCCCCC(=O)OC (methyl 6-bromohexanoate). The solvent is CN(C=O)C (dimethylformamide), petroleum ether, CN(C=O)C (dimethylformamide). Conditions: time 2 day. Yields the product COC(=O)CCCCCN1C(=C(C2=CC=CC=C12)C)N1C=NC=C1 (1-(5-methoxycarbonylpentyl)-2-(1-imidazolyl)-3-methylindole). Reaction SMILES: [H-].[Na+].[N:3]1([C:8]2[NH:9][C:10]3[C:15]([C:16]=2[CH3:17])=[CH:14][CH:13]=[CH:12][CH:11]=3)[CH:7]=[CH:6][N:5]=[CH:4]1.Br[CH2:19][CH2:20][CH2:21][CH2:22][CH2:23][C:24]([O:26][CH3:27])=[O:25].O>CN(C)C=O>[CH3:27][O:26][C:24]([CH2:23][CH2:22][CH2:21][CH2:20][CH2:19][N:9]1[C:10]2[C:15](=[CH:14][CH:13]=[CH:12][CH:11]=2)[C:16]([CH3:17])=[C:8]1[N:3]1[CH:7]=[CH:6][N:5]=[CH:4]1)=[O:25] |f:0.1|. Procedure: To a suspension of 60% sodium hydride (0.34 g) in dimethylformamide (10 ml), while stirring under nitrogen at 0°-5°, is added dropwise a solution of 2-(1-imidazolyl)-3-methyl-indole (1.50 g) in dimethylformamide (15 ml). Upon complete addition the mixture is stirred at 0°-5° for 1 hour. To the nearly complete solution is added methyl 6-bromohexanoate (1.67 g) dropwise. The mixture is stirred at 0°-5° for 0.5 hour, then for two days at room temperature. The solution is poured into water (100 ml) ... Starting materials: COC1=C(C=C(C=C1)[N+](=O)[O-])O (2-methoxy-5-nitrophenol), Cl.C(C)(C)N(CCCl)C(C)C (2-diisopropylaminoethyl chloride hydrochloride), 2. Product: C(C)(C)N(CCOC=1C=C(N)C=CC1OC)C(C)C (3-(2-Diisopropylaminoethoxy)-4-methoxyaniline). Reaction SMILES: [CH3:1][O:2][C:3]1[CH:8]=[CH:7][C:6]([N+:9]([O-])=O)=[CH:5][C:4]=1[OH:12].Cl.[CH:14]([N:17]([CH:21]([CH3:23])[CH3:22])[CH2:18][CH2:19]Cl)([CH3:16])[CH3:15]>>[CH:14]([N:17]([CH:21]([CH3:23])[CH3:22])[CH2:18][CH2:19][O:12][C:4]1[CH:5]=[C:6]([CH:7]=[CH:8][C:3]=1[O:2][CH3:1])[NH2:9])([CH3:16])[CH3:15] |f:1.2|. Procedure details: The title compound was prepared from 2-methoxy-5-nitrophenol and 2-diisopropylaminoethyl chloride hydrochloride, following a procedure similar to that described in Descriptions 1 and 2 (81%).